The task is: describe an organic reaction: reactants, conditions, products, and yield. This data is from the Open Reaction Database (ORD), a public repository of structured organic reaction records. The reactants are Alloc, C1(=CC=CC=C1)P(C1=CC=CC=C1)C1=CC=CC=C1 (triphenylphosphine), N1CCCC1 (pyrrolidine), C(C=C)OC(=O)N1[C@H]([C@H]2N(C(C3=C1C=C(C(=C3)OC)OCC3=CC=CC=C3)=O)C=C(C2)CC(=O)OC)O ((11S, 11aS)-10-Allyloxycarbonyl-8-benzyloxy-11-hydroxy-7-methoxy-2-(methoxycarbonylmethyl)-1,10,11,11a-tetrahydro-5H-pyrrolo[2,1-c][1,4]benzodiazepin-5-one), EtOAc Petroleum Ether. The reagents and catalysts are C=1C=CC(=CC1)[P](C=2C=CC=CC2)(C=3C=CC=CC3)[Pd]([P](C=4C=CC=CC4)(C=5C=CC=CC5)C=6C=CC=CC6)([P](C=7C=CC=CC7)(C=8C=CC=CC8)C=9C=CC=CC9)[P](C=1C=CC=CC1)(C=1C=CC=CC1)C=1C=CC=CC1 (tetrakis(triphenylphosphine)palladium). Solvent: C(Cl)Cl (CH2Cl2). Product: COC1=C(C=C2C(=C1)C(=O)N3C=C(C[C@H]3C=N2)CC(=O)OC)OCC4=CC=CC=C4 (SJG-245), glass. Isolated yield 77.0%. As a reaction SMILES: C(OC([N:7]1[C:13]2[CH:14]=[C:15]([O:20][CH2:21][C:22]3[CH:27]=[CH:26][CH:25]=[CH:24][CH:23]=3)[C:16]([O:18][CH3:19])=[CH:17][C:12]=2[C:11](=[O:28])[N:10]2[CH:29]=[C:30]([CH2:32][C:33]([O:35][CH3:36])=[O:34])[CH2:31][C@H:9]2[C@@H:8]1O)=O)C=C.C1(P(C2C=CC=CC=2)C2C=CC=CC=2)C=CC=CC=1.N1CCCC1>C(Cl)Cl.C1C=CC([P]([Pd]([P](C2C=CC=CC=2)(C2C=CC=CC=2)C2C=CC=CC=2)([P](C2C=CC=CC=2)(C2C=CC=CC=2)C2C=CC=CC=2)[P](C2C=CC=CC=2)(C2C=CC=CC=2)C2C=CC=CC=2)(C2C=CC=CC=2)C2C=CC=CC=2)=CC=1>[CH3:19][O:18][C:16]1[CH:17]=[C:12]2[C:11]([N:10]3[C@H:9]([CH:8]=[N:7][C:13]2=[CH:14][C:15]=1[O:20][CH2:21][C:22]1[CH:23]=[CH:24][CH:25]=[CH:26][CH:27]=1)[CH2:31][C:30]([CH2:32][C:33]([O:35][CH3:36])=[O:34])=[CH:29]3)=[O:28] |^1:68,70,89,108|. Procedure details: A catalytic amount of tetrakis(triphenylphosphine)palladium (5.0 mg, 4.33 μmol) was added to a stirred solution of the Alloc-protected carbinolamine 23 (88 mg, 0.17 mmol), triphenylphosphine (2.27 mg, 8.65 μmol) and pyrrolidine (13 mg, 0.18 mmol) in CH2Cl2 (15 mL) After 2 hours stirring at room temperature under a nitrogen atmosphere, TLC (80% EtOAc/Petroleum Ether) revealed the complete consumption of starting material. The solvent was evaporated in vacuo and the crude residue was purified by f... Starting materials: C(C)OP(=O)(C1CC=CCC1)C[C@@H](CCl)O (3-chloro-2(S)-hydroxy-propyl-(cyclohex-3-enyl)-phosphinic acid ethyl ester), N (ammonia). The solvent is C(C)O (ethanol). Run at time 72 hour. The product is C(C)OP(=O)(C1CC=CCC1)C[C@H](CN)O (3-amino-2(S)-hydroxy-propyl-(cyclohex-3-enyl)-phosphinic acid ethyl ester). As a reaction SMILES: [CH2:1]([O:3][P:4]([CH2:12][C@H:13]([OH:16])[CH2:14]Cl)([CH:6]1[CH2:11][CH2:10][CH:9]=[CH:8][CH2:7]1)=[O:5])[CH3:2].[NH3:17]>C(O)C>[CH2:1]([O:3][P:4]([CH2:12][C@@H:13]([OH:16])[CH2:14][NH2:17])([CH:6]1[CH2:11][CH2:10][CH:9]=[CH:8][CH2:7]1)=[O:5])[CH3:2]. Procedure: A solution of 2.0 g of 3-chloro-2(S)-hydroxy-propyl-(cyclohex-3-enyl)-phosphinic acid ethyl ester in 40 ml of ethanol is placed in an autoclave. 10.0 g of ammonia are introduced under pressure and the mixture is left to stand at room temperature for 72 hours, concentrated to dryness by evaporation, chromatographed on silica gel, stirred at 0° with ethyl acetate/diethyl ether and filtered with suction, yielding 3-amino-2(S)-hydroxy-propyl-(cyclohex-3-enyl)-phosphinic acid ethyl ester, [α]20D =-5.... The reactants are C[Si](C)(C)Br (trimethylsilyl bromide), C(C1=CC=CC=C1)OC1=CC(=CC=2OCCOC21)CO (5-benzyloxy-7-hydroxymethyl-1,4-benzodioxane). Run in C(Cl)(Cl)Cl (chloroform). Run at time 15 minute. The product is C(C1=CC=CC=C1)OC=1C=C(CBr)C=C2C1OCCO2 (3-Benzyloxy-4,5-ethylenedioxy-benzyl bromide). As a reaction SMILES: C[Si]([Br:5])(C)C.[CH2:6]([O:13][C:14]1[C:23]2[O:22][CH2:21][CH2:20][O:19][C:18]=2[CH:17]=[C:16]([CH2:24]O)[CH:15]=1)[C:7]1[CH:12]=[CH:11][CH:10]=[CH:9][CH:8]=1>C(Cl)(Cl)Cl>[CH2:6]([O:13][C:14]1[CH:15]=[C:16]([CH:17]=[C:18]2[O:19][CH2:20][CH2:21][O:22][C:23]=12)[CH2:24][Br:5])[C:7]1[CH:12]=[CH:11][CH:10]=[CH:9][CH:8]=1. Reported procedure: 0.07 ml of trimethylsilyl bromide is added to a solution of 0.1 g of 5-benzyloxy-7-hydroxymethyl-1,4-benzodioxane in 5 ml of chloroform and the mixture is stirred for a further 15 minutes at room temperature and then concentrated by evaporation in a rotary evaporator. The residue is immediately dissolved in a small amount of ethyl acetate; the same volume of hexane is added and the mixture is filtered through 15 g of silica gel, followed by elution with a mixture (hexane/ethyl acetate=4:1). Conc...